From a dataset of the Open Reaction Database (ORD), a public repository of structured organic reaction records. describe an organic reaction: reactants, conditions, products, and yield Starting materials: CC1=CC=C(OC(C(=O)OC)(C)C2=CC=CC=C2)C=C1 (methyl 2-(4-methylphenoxy)-2-phenylpropanoate), C1CC(=O)N(C1=O)Br (NBS), CC(C)(C#N)N=NC(C)(C)C#N (AIBN). Run in C(Cl)(Cl)(Cl)Cl (CCl4). Yields the product BrCC1=CC=C(OC(C(=O)OC)(C)C2=CC=CC=C2)C=C1 (methyl 2-(4-bromomethylphenoxy)-2-phenylpropanoate). Yield: 66.9%. As a reaction SMILES: [CH3:1][C:2]1[CH:20]=[CH:19][C:5]([O:6][C:7]([C:13]2[CH:18]=[CH:17][CH:16]=[CH:15][CH:14]=2)([CH3:12])[C:8]([O:10][CH3:11])=[O:9])=[CH:4][CH:3]=1.C1C(=O)N([Br:28])C(=O)C1.CC(N=NC(C#N)(C)C)(C#N)C>C(Cl)(Cl)(Cl)Cl>[Br:28][CH2:1][C:2]1[CH:20]=[CH:19][C:5]([O:6][C:7]([C:13]2[CH:14]=[CH:15][CH:16]=[CH:17][CH:18]=2)([CH3:12])[C:8]([O:10][CH3:11])=[O:9])=[CH:4][CH:3]=1. Procedure details: A solution of the product of Step B (26 mg, 0.096 mmol) NBS (16 mg, 0.95 eq) and AIBN (2 mg, catalytic amount) in CCl4 (2 mL) was heated to reflux for 1 hour and then concentrated in vacuo. The residue was purified on a silica gel flash chromatography column (125×20 mm) eluted with 5% ethyl acetate/hexane to yield 21 mg (62%) of the title compound.